This data is from the Open Reaction Database (ORD), a public repository of structured organic reaction records. The task is: describe an organic reaction: reactants, conditions, products, and yield Starting materials: O=C(O)c1ccncc1Nc1ccc(I)cc1F, NC1CCCCC1O. Yields the product O=C(NC1CCCCC1O)c1ccncc1Nc1ccc(I)cc1F. As a reaction SMILES: [F:1][c:2]1[c:3]([NH:9][c:10]2[c:11]([C:12](=[O:13])[OH:14])[cH:15][cH:16][n:17][cH:18]2)[cH:4][cH:5][c:6]([I:8])[cH:7]1.[NH2:19][CH:20]1[CH:21]([OH:26])[CH2:22][CH2:23][CH2:24][CH2:25]1>>[F:1][c:2]1[c:3]([NH:9][c:10]2[c:11]([C:12](=[O:14])[NH:19][CH:20]3[CH:21]([OH:26])[CH2:22][CH2:23][CH2:24][CH2:25]3)[cH:15][cH:16][n:17][cH:18]2)[cH:4][cH:5][c:6]([I:8])[cH:7]1.